Dataset: the Open Reaction Database (ORD), a public repository of structured organic reaction records. Task: describe an organic reaction: reactants, conditions, products, and yield Starting materials: NCC1CCSC=2NC3=CC=CC=C3C21 (4-aminomethyl-2,3,4,9-tetrahydrothiopyrano[2,3-b]indole), C(C)(=O)O (acetic acid), C=O (formalin), C(#N)[BH3-].[Na+] (sodium cyanoborohydride), O1CCCC1 (tetrahydrofuran). Reaction conditions: time 1 hour. The product is CN(C)CC1CCSC=2NC3=CC=CC=C3C21 (4-Dimethylaminomethyl-2,3,4,9-tetrahydrothiopyrano[2,3-b]indole). Yield: 66.0%. As a reaction SMILES: NCC1[C:15]2[C:14]3[C:9](=[CH:10][CH:11]=[CH:12][CH:13]=3)[NH:8][C:7]=2[S:6]CC1.C(O)(=O)C.[CH2:20]=O.[C:22]([BH3-])#[N:23].[Na+].O1[CH2:30][CH2:29][CH2:28][CH2:27]1>>[CH3:20][N:23]([CH2:27][CH:28]1[C:15]2[C:14]3[C:9](=[CH:10][CH:11]=[CH:12][CH:13]=3)[NH:8][C:7]=2[S:6][CH2:30][CH2:29]1)[CH3:22] |f:3.4|. Reported procedure: To a solution of 4-aminomethyl-2,3,4,9-tetrahydrothiopyrano[2,3-b]indole (1.8 g) in tetrahydrofuran (80 ml) are added acetic acid (2.3 ml), 37% formalin (5.6 ml) and sodium cyanoborohydride (1.35 g) successively. The mixture is stirred at room temperature for 1 hour and evaporated to remove the solvent. The residue is extracted with ether after addition of some pieces of ice and an 10% aqueous solution of sodium hydroxide. The extract is washed with water, dried and evaporated to give an oil (3 ... Reactants: [H-].[Na+] (NaH), IC(C)C (2-iodopropane), [N+](=O)([O-])C=1C=NC=CC1N1CC2N(CC1)CCNC2=O (2-(3-nitro-4-pyridyl)-3,4,6,7,8,9a-hexahydro-1H-pyrazino[1,2-a]pyrazin-9-one). Run in C1CCOC1 (THF). Yields the product C(C)(C)N1C(C2N(CC1)CCN(C2)C2=C(C=NC=C2)[N+](=O)[O-])=O (2-isopropyl-8-(3-nitropyridin-4-yl)octahydro-1H-pyrazino[1,2-a]pyrazin-1-one). As a reaction SMILES: [H-].[Na+].I[CH:4]([CH3:6])[CH3:5].[N+:7]([C:10]1[CH:11]=[N:12][CH:13]=[CH:14][C:15]=1[N:16]1[CH2:21][CH2:20][N:19]2[CH2:22][CH2:23][NH:24][C:25](=[O:26])[CH:18]2[CH2:17]1)([O-:9])=[O:8]>C1COCC1>[CH:4]([N:24]1[CH2:23][CH2:22][N:19]2[CH2:20][CH2:21][N:16]([C:15]3[CH:14]=[CH:13][N:12]=[CH:11][C:10]=3[N+:7]([O-:9])=[O:8])[CH2:17][CH:18]2[C:25]1=[O:26])([CH3:6])[CH3:5] |f:0.1|. Reported procedure: NaH (15.87 mg, 0.3967 mmol) then 2-iodopropane (73.56 mg, 43.19 μL, 0.4327 mmol) were added to a solution of 2-(3-nitro-4-pyridyl)-3,4,6,7,8,9a-hexahydro-1H-pyrazino[1,2-a]pyrazin-9-one (100 mg, 0.3606 mmol) (prepared according to a procedure similar to Step 1 of Preparation N-1) in THF (5 mL) under N2. The reaction mixture was stirred at reflux for 24 h then it was partitioned between EtOAc and a saturated bicarbonate aqueous solution. Combined organic extract was washed with brine, dried over ...